describe an organic reaction: reactants, conditions, products, and yield From a dataset of the Open Reaction Database (ORD), a public repository of structured organic reaction records. Reactants: Cl (hydrochloric acid), NC1=CC2=C(C(=CO2)C)C=C1C (6-amino-3,5-dimethylbenzofuran), COC1OC(CC1)OC (2,5-dimethoxytetrahyrofuran). Run in O1CCOCC1 (dioxane). Yields the product CC1=COC2=C1C=C(C(=C2)N2C=CC=C2)C (3,5-dimethyl-6-(pyrrol-1-yl)-benzofuran). Reaction SMILES: Cl.[NH2:2][C:3]1[C:12]([CH3:13])=[CH:11][C:6]2[C:7]([CH3:10])=[CH:8][O:9][C:5]=2[CH:4]=1.CO[CH:16]1[CH2:20][CH2:19][CH:18](OC)O1>O1CCOCC1>[CH3:10][C:7]1[C:6]2[CH:11]=[C:12]([CH3:13])[C:3]([N:2]3[CH:16]=[CH:20][CH:19]=[CH:18]3)=[CH:4][C:5]=2[O:9][CH:8]=1. Procedure: 5 ml of 6N hydrochloric acid are added to a mixture of 7.5 g (46.5 mmole) of 6-amino-3,5-dimethylbenzofuran, 7.5 ml (58 mmole) of 2,5-dimethoxytetrahyrofuran and 150 ml of dioxane and the whole is boiled under reflux for 40 minutes. The whole is concentrated by evaporation in vacuo and the residue is taken up in methylene chloride and washed three times with water. The crude product obtained after drying and concentration by evaporation of the organic phase is chromatographed over silica gel wit... Run in CO (methanol). Reaction SMILES: [Cl:1][C:2]1[CH:25]=[CH:24][C:5]2[O:6][C:7]3[CH:23]=[CH:22][CH:21]=[CH:20][C:8]=3[CH2:9][N:10]([C:11]([NH:13][CH2:14][C:15]([O:17]CC)=[O:16])=[O:12])[C:4]=2[CH:3]=1.[OH-].[Na+]>CO>[Cl:1][C:2]1[CH:25]=[CH:24][C:5]2[O:6][C:7]3[CH:23]=[CH:22][CH:21]=[CH:20][C:8]=3[CH2:9][N:10]([C:11]([NH:13][CH2:14][C:15]([OH:17])=[O:16])=[O:12])[C:4]=2[CH:3]=1 |f:1.2|. Procedure: To the product of Example 3 (5.1 g, 14.2 mmol) dissolved in 100 mL of methanol (MeOH) was added 25 mL (25.0 mmol) of 1N sodium hydroxide (NaOH). This reaction was stirred at room temperature overnight before all solvent was removed under reduced pressure. The residue was dissolved in 250 mL of water and the solution was brought to pH 3 with 1N HCl. The product was extracted from the aqueous phase with 3×250 mL of Et2O. The Et2O layer was then dried (Na2SO4), filtered, and stripped of all solvent... The yield is 99.5%. Reaction conditions: time 8 hour. Yields the product ClC1=CC2=C(OC3=C(CN2C(=O)NCC(=O)O)C=CC=C3)C=C1 (2-[[(8-chlorodibenz[b,f][1,4]oxazepin-10(11H)-yl)carbonyl]amino]acetic acid). Reactants: ClC1=CC2=C(OC3=C(CN2C(=O)NCC(=O)OCC)C=CC=C3)C=C1 (ethyl 2-[[(8-chlorodibenz[b,f][1,4]oxazepin-10(11H)-yl)carbonyl]amino]acetate), [OH-].[Na+] (sodium hydroxide). Reactants: C(=CCCCCC)C1C2CC(C(C12)CCCCCCC(=O)OC)O (methyl 6-(1-heptenyl)-3-hydroxybicyclo[3.1.0]hexane-2-heptanoate), C([O-])([O-])=O.[Na+].[Na+] (sodium carbonate), Cl (hydrochloric acid). The solvent is CO (methanol). Reaction conditions: temperature 0 celsius. Product: C(=CCCCCC)C1C2CC(C(C12)CCCCCCC(=O)O)O (6-(1-heptenyl)-3-hydroxybicyclo[3.1.0]hexane-2-heptanoic acid). Reaction SMILES: [CH:1]([CH:8]1[CH:13]2[CH:9]1[CH2:10][CH:11]([OH:24])[CH:12]2[CH2:14][CH2:15][CH2:16][CH2:17][CH2:18][CH2:19][C:20]([O:22]C)=[O:21])=[CH:2][CH2:3][CH2:4][CH2:5][CH2:6][CH3:7].C(=O)([O-])[O-].[Na+].[Na+].Cl>CO>[CH:1]([CH:8]1[CH:13]2[CH:9]1[CH2:10][CH:11]([OH:24])[CH:12]2[CH2:14][CH2:15][CH2:16][CH2:17][CH2:18][CH2:19][C:20]([OH:22])=[O:21])=[CH:2][CH2:3][CH2:4][CH2:5][CH2:6][CH3:7] |f:1.2.3|. Procedure: A solution of methyl 6-(1-heptenyl)-3-hydroxybicyclo[3.1.0]hexane-2-heptanoate (17 mg.) from Example 25 in 5 ml. of methanol containing 0.5 ml. of 10% aqueous sodium carbonate solution is heated at 55° C. for 2 hours. The resulting mixture is then cooled to 0° C., acidified with hydrochloric acid to pH 2, and extracted with diethyl ether. The diethyl ether solution is washed, dried with anhydrous sodium sulfate, and evaporated to give 6-(1-heptenyl)-3-hydroxybicyclo[3.1.0]hexane-2-heptanoic acid... Reactants: C1CN2CCN1CC2, COC(=O)OC, Cc1cc(-c2nc(-c3ccc4c(CCC(=O)O)c[nH]c4c3)no2)cnc1OC(C)C, CN(C)C=O. The product is Cc1cc(-c2nc(-c3ccc4c(CCC(=O)O)cn(C)c4c3)no2)cnc1OC(C)C. As a reaction SMILES: [CH2:1]1[N:2]2[CH2:3][CH2:4][N:5]([CH2:6][CH2:7]2)[CH2:8]1.[CH3:39][O:40][C:41]([O:42][CH3:43])=[O:44].[CH3:9][c:10]1[cH:11][c:12](-[c:20]2[n:21][c:22](-[c:25]3[cH:26][cH:27][c:28]4[c:29]([CH2:34][CH2:35][C:36](=[O:37])[OH:38])[cH:30][nH:31][c:32]4[cH:33]3)[n:23][o:24]2)[cH:13][n:14][c:15]1[O:16][CH:17]([CH3:18])[CH3:19].[O:45]=[CH:46][N:47]([CH3:48])[CH3:49]>>[CH3:1][n:31]1[cH:30][c:29]([CH2:34][CH2:35][C:36](=[O:37])[OH:38])[c:28]2[cH:27][cH:26][c:25](-[c:22]3[n:21][c:20](-[c:12]4[cH:11][c:10]([CH3:9])[c:15]([O:16][CH:17]([CH3:18])[CH3:19])[n:14][cH:13]4)[o:24][n:23]3)[cH:33][c:32]21. Starting materials: O=C1CCC(=O)N1Br, O=C(OOC(=O)c1ccccc1)c1ccccc1, ClC(Cl)(Cl)Cl, CCc1cccc(C(=O)c2ccccc2)c1. The product is CC(Br)c1cccc(C(=O)c2ccccc2)c1. As a reaction SMILES: [Br:17][N:18]1[C:19](=[O:20])[CH2:21][CH2:22][C:23]1=[O:24].[C:25]([O:26][O:27][C:28](=[O:29])[c:30]1[cH:31][cH:32][cH:33][cH:34][cH:35]1)(=[O:36])[c:37]1[cH:38][cH:39][cH:40][cH:41][cH:42]1.[C:43]([Cl:44])([Cl:45])([Cl:46])[Cl:47].[CH2:1]([CH3:2])[c:3]1[cH:4][c:5]([C:6](=[O:7])[c:8]2[cH:9][cH:10][cH:11][cH:12][cH:13]2)[cH:14][cH:15][cH:16]1>>[CH:1]([CH3:2])([c:3]1[cH:4][c:5]([C:6](=[O:7])[c:8]2[cH:9][cH:10][cH:11][cH:12][cH:13]2)[cH:14][cH:15][cH:16]1)[Br:17]. RXN SMILES: [Br:1][c:2]1[cH:3][c:4]([C:9]2([c:19]3[cH:20][c:21]([CH3:27])[c:22]([O:25][CH3:26])[cH:23][cH:24]3)[N:10]=[C:11]([NH2:18])[c:12]3[cH:13][cH:14][cH:15][cH:16][c:17]32)[cH:5][cH:6][c:7]1[F:8].[n:28]1[cH:29][n:30][cH:31][c:32]([B:34]([OH:35])[OH:36])[cH:33]1>>[c:2]1(-[c:32]2[cH:31][n:30][cH:29][n:28][cH:33]2)[cH:3][c:4]([C:9]2([c:19]3[cH:20][c:21]([CH3:27])[c:22]([O:25][CH3:26])[cH:23][cH:24]3)[N:10]=[C:11]([NH2:18])[c:12]3[cH:13][cH:14][cH:15][cH:16][c:17]32)[cH:5][cH:6][c:7]1[F:8]. Product: COc1ccc(C2(c3ccc(F)c(-c4cncnc4)c3)N=C(N)c3ccccc32)cc1C. The reactants are COc1ccc(C2(c3ccc(F)c(Br)c3)N=C(N)c3ccccc32)cc1C, OB(O)c1cncnc1. Reactants: C1(=CC=C(C=C1)S(=O)(=O)Cl)C (p-toluenesulfonyl chloride), C(CCC)C=1SC2=C(N1)C(CCC2)CO (2-n-Butyl-4-hydroxymethyl-4,5,6,7-tetrahydrobenzo[d]thiazole). Yields the product C(CCC)C=1SC2=C(N1)C(CCC2)COS(=O)(=O)C2=CC=C(C)C=C2 (2-n-Butyl-4-tosyloxymethyl-4,5,6,7-tetrahydrobenzo[d]thiazole). As a reaction SMILES: [C:1]1([CH3:11])[CH:6]=[CH:5][C:4]([S:7](Cl)(=[O:9])=[O:8])=[CH:3][CH:2]=1.[CH2:12]([C:16]1[S:17][C:18]2[CH2:24][CH2:23][CH2:22][CH:21]([CH2:25][OH:26])[C:19]=2[N:20]=1)[CH2:13][CH2:14][CH3:15]>>[CH2:12]([C:16]1[S:17][C:18]2[CH2:24][CH2:23][CH2:22][CH:21]([CH2:25][O:26][S:7]([C:4]3[CH:5]=[CH:6][C:1]([CH3:11])=[CH:2][CH:3]=3)(=[O:9])=[O:8])[C:19]=2[N:20]=1)[CH2:13][CH2:14][CH3:15]. Procedure details: The compound is prepared by action of p-toluenesulfonyl chloride on the above derivative (IV), according to the procedure described in Example 1. The product is an undistillable oil which is used crude for the subsequent reactions. The reactants are COC(=O)C1C(C(CC1)NCC1=C(C=CC(=C1)C=1C(=NOC1C)C)OC)C1=CC=C(C=C1)F ((1RS ,2RS ,3RS)-3-((5-(3,5-Dimethylisoxazol-4-yl)-2-methoxyphenyl)methylamino)-2-(4-fluorophenyl)-cyclopentanecarboxylic acid methyl ester), Cl (HCl). Run in CO.C(C)OCC (methanol ethyl ether). Product: Cl.COC(=O)C1C(C(CC1)NCC1=C(C=CC(=C1)C=1C(=NOC1C)C)OC)C1=CC=C(C=C1)F ((1RS,2RS ,3RS)-3-((5-(3,5-Dimethylisoxazol-4-yl)-2-methoxyphenyl)methylamino)-2-(4-fluorophenyl)-cyclopentanecarboxylic acid methyl ester hydrochloride). RXN SMILES: [CH3:1][O:2][C:3]([CH:5]1[CH2:9][CH2:8][CH:7]([NH:10][CH2:11][C:12]2[CH:17]=[C:16]([C:18]3[C:19]([CH3:24])=[N:20][O:21][C:22]=3[CH3:23])[CH:15]=[CH:14][C:13]=2[O:25][CH3:26])[CH:6]1[C:27]1[CH:32]=[CH:31][C:30]([F:33])=[CH:29][CH:28]=1)=[O:4].[ClH:34]>CO.C(OCC)C>[ClH:34].[CH3:1][O:2][C:3]([CH:5]1[CH2:9][CH2:8][CH:7]([NH:10][CH2:11][C:12]2[CH:17]=[C:16]([C:18]3[C:19]([CH3:24])=[N:20][O:21][C:22]=3[CH3:23])[CH:15]=[CH:14][C:13]=2[O:25][CH3:26])[CH:6]1[C:27]1[CH:32]=[CH:31][C:30]([F:33])=[CH:29][CH:28]=1)=[O:4] |f:2.3,4.5|. Reported procedure: Exposure of the product from Step A above to 1.0 equivalent of HCl in methanol/ethyl ether followed by evaporation provided the title compound. NMR (400 MHz, CD3OD): δ 7.43-7.37 (m, 3H), 7.26-7.19 (m, 3H), 7.14 (d, 1H, J=9 Hz), 4.25 (d, 1H, J=13 Hz), 4.10 (d, 1H, J=13 Hz), 3.95-3.85 (m, 2H), 3.74 (s, 3H), 3.63 (s, 3H), 3.37 (quartet, 1H, J=9 Hz), 2.48-2.38 (m, 2H), 2.36 (s, 3H), 2.20 (s, 3H), 2.16-1.96 (m, 2H). Reactants: C12C(C3CC(CC(C1)C3)C2)=O (2-adamantanone), C(C)[Li] (ethyl lithium), C(C(=C)C)(=O)Cl (methacryloyl chloride). The solvent is C(C)OCC (diethyl ether). Run at temperature 0 celsius, time 2 hour. Product: C(C(=C)C)(=O)OC1(C2CC3CC(CC1C3)C2)CC (2-ethyl-2-adamantyl methacrylate). Isolated yield 60.0%. As a reaction SMILES: [CH:1]12[CH2:10][CH:5]3[CH2:6][CH:7]([CH2:9][CH:3]([CH2:4]3)[C:2]1=[O:11])[CH2:8]2.[CH2:12]([Li])[CH3:13].[C:15](Cl)(=[O:19])[C:16]([CH3:18])=[CH2:17]>C(OCC)C>[C:15]([O:11][C:2]1([CH2:12][CH3:13])[CH:3]2[CH2:9][CH:7]3[CH2:6][CH:5]([CH2:10][CH:1]1[CH2:8]3)[CH2:4]2)(=[O:19])[C:16]([CH3:18])=[CH2:17]. Procedure details: A solution was prepared by adding 50 parts of diethyl other to 31.1 parts of 2-adamantanone. While keeping the temperature of the solution at or under 10° C., 200 ml of a diethyl ether solution containing ethyl lithium at a concentration of 1.14 mole/liter was added dropwise thereto. The solution was stirred at 0° C. for 2 hours, and then, while keeping the temperature of the solution at or under 10° C., 26.2 parts of methacryloyl chloride (1.2 mole based on 2-methyl-2-adamantanol) was added dro... Starting materials: ClC1=C(CN2C(=NC3=C2C=C(C=C3)C(=O)OCC)C)C=CC(=C1)C=1SC=CC1 (1-(2-chloro-4-(thiophen-2-yl)benzyl)-6-(ethoxycarbonyl)-2-methylbenzimidazole), aqueous solution, [OH-].[Na+] (sodium hydroxide). Solvent: C(C)O (ethanol). The product is C(=O)(O)C=1C=CC2=C(N(C(=N2)C)CC2=C(C=C(C=C2)C=2SC=CC2)Cl)C1 (6-carboxy-1-(2-chloro-4-(thiophen-2-yl) benzyl)-2-methylbenzimidazole). Yield: 37.2%. RXN SMILES: [Cl:1][C:2]1[CH:23]=[C:22]([C:24]2[S:25][CH:26]=[CH:27][CH:28]=2)[CH:21]=[CH:20][C:3]=1[CH2:4][N:5]1[C:9]2[CH:10]=[C:11]([C:14]([O:16]CC)=[O:15])[CH:12]=[CH:13][C:8]=2[N:7]=[C:6]1[CH3:19].[OH-].[Na+]>C(O)C>[C:14]([C:11]1[CH:12]=[CH:13][C:8]2[N:7]=[C:6]([CH3:19])[N:5]([CH2:4][C:3]3[CH:20]=[CH:21][C:22]([C:24]4[S:25][CH:26]=[CH:27][CH:28]=4)=[CH:23][C:2]=3[Cl:1])[C:9]=2[CH:10]=1)([OH:16])=[O:15] |f:1.2|. Reported procedure: 1-(2-chloro-4-(thiophen-2-yl)benzyl)-6-(ethoxycarbonyl)-2-methylbenzimidazole (0.60 g), a 10% aqueous solution of sodium hydroxide (2 ml), and ethanol (5 ml) were mixed and refluxed for 15 minutes under heating. After allowing the solution to cool to room temperature. insoluble matter was removed by filtration with celite. The filtrate was adjusted to pH 6 with 1N hydrochloric acid (about 4 ml). The deposited crystals were collected by filtration, washed with 50% aqueous ethanol, and dried under...